This data is from the Open Reaction Database (ORD), a public repository of structured organic reaction records. The task is: describe an organic reaction: reactants, conditions, products, and yield Reactants: C(=O)C1C2=CC=CC=C2C=2C=CC(=CC12)NC(=O)OC(C)(C)C (9-Formyl-2-(Boc-amino)fluorene), CC(C)(C)OC (MTBE), [BH4-].[Na+] (NaBH4), C(=O)(OC(C)(C)C)NC1=CC=2CC3=CC=CC=C3C2C=C1 (2-(Boc-amino)fluorene). Run in CC(=O)O (HOAc), CO (methanol), CCOC(=O)C (EtOAc), O (H2O). Run at time 4 hour. Product: OCC1C2=CC=CC=C2C=2C=CC(=CC12)NC(=O)OC(C)(C)C (9-Hydroxymethyl-2-(Boc-amino) fluorene). As a reaction SMILES: [CH:1]([CH:3]1[C:15]2[CH:14]=[C:13]([NH:16][C:17]([O:19][C:20]([CH3:23])([CH3:22])[CH3:21])=[O:18])[CH:12]=[CH:11][C:10]=2[C:9]2[C:4]1=[CH:5][CH:6]=[CH:7][CH:8]=2)=[O:2].[BH4-].[Na+].C(NC1C=CC2C3C(=CC=CC=3)CC=2C=1)(OC(C)(C)C)=O.CC(OC)(C)C>CO.O.CCOC(C)=O.CC(O)=O>[OH:2][CH2:1][CH:3]1[C:15]2[CH:14]=[C:13]([NH:16][C:17]([O:19][C:20]([CH3:23])([CH3:22])[CH3:21])=[O:18])[CH:12]=[CH:11][C:10]=2[C:9]2[C:4]1=[CH:5][CH:6]=[CH:7][CH:8]=2 |f:1.2|. Procedure: 9-Formyl-2-(Boc-amino)fluorene was suspended in 100 ml methanol and 2.0 g NaBH4 [52.9 mmol, 1.1 equiv with respect to the starting 2-(Boc-amino)fluorene] was added portion wise. The suspension that rapidly cleared up was magnetically stirred until the starting product disappeared for 4 h at room temperature [TLC, Rf=0.57, PE:MTBE (1:2)]. The reaction mixture was diluted with 300 ml H2O and acidified with 15 ml glacial HOAc to pH 5.0, and the precipitate was directly dissolved in 150 ml EtOAc. Th... The reactants are ClC=1C=C(C=CC1Cl)O (3,4-dichlorophenol), [I-].[K+] (potassium iodide), C(C=C)Br (allyl bromide), C([O-])([O-])=O.[K+].[K+] (potassium carbonate). The solvent is C(C)C(=O)C (methyl ethyl ketone). Conditions: temperature 200 celsius. Yields the product C(C=C)C1=C(C=CC(=C1Cl)Cl)O (2-allyl-3,4-dichlorophenol). As a reaction SMILES: [Cl:1][C:2]1[CH:3]=[C:4]([OH:9])[CH:5]=[CH:6][C:7]=1[Cl:8].[CH2:10](Br)[CH:11]=[CH2:12].C(=O)([O-])[O-].[K+].[K+].[I-].[K+]>C(C(C)=O)C>[CH2:12]([C:3]1[C:2]([Cl:1])=[C:7]([Cl:8])[CH:6]=[CH:5][C:4]=1[OH:9])[CH:11]=[CH2:10] |f:2.3.4,5.6|. Procedure details: A solution of 100 g. of 3,4-dichlorophenol, 50 ml. of allyl bromide, 84 g. of potassium carbonate, and 1.0 g. of potassium iodide in 500 ml. of methyl ethyl ketone was allowed to reflux overnight. The solution was then cooled, filtered, and evaporated to dryness. The residue was then heated at 200° C. for approximately four hours. NMR analysis indicated that the 113.6 g. of remaining material was primarily the desired 2-allyl-3,4-dichlorophenol. The reactants are Cl[Si](C)(C)C (chlorotrimethylsilane), N1(N=NC2=C1C=CC=C2)CNCCC=2SC=CC2 (benzotriazol-1-ylmethyl-(2-thiophen-2-yl-ethyl)-amine), BrC(C(=O)OCC)(F)F (ethyl bromodifluoroacetate). The reagents and catalysts are [Zn] (zinc). Solvent: O1CCCC1 (tetrahydrofuran), O1CCCC1 (tetrahydrofuran), O1CCCC1 (tetrahydrofuran). Run at time 20 minute. Product: C(C)OC(C(CNCCC=1SC=CC1)(F)F)=O (2,2-difluoro-3-(2-thiophen-2-yl-ethylamino)-propionic acid ethyl ester). The yield is 28.1%. RXN SMILES: Cl[Si](C)(C)C.Br[C:7]([F:14])([F:13])[C:8]([O:10][CH2:11][CH3:12])=[O:9].N1([CH2:24][NH:25][CH2:26][CH2:27][C:28]2[S:29][CH:30]=[CH:31][CH:32]=2)C2C=CC=CC=2N=N1>O1CCCC1.[Zn]>[CH2:11]([O:10][C:8](=[O:9])[C:7]([F:14])([F:13])[CH2:24][NH:25][CH2:26][CH2:27][C:28]1[S:29][CH:30]=[CH:31][CH:32]=1)[CH3:12]. Procedure details: To a mixture of 3.5 g (0.054 g-atom) of zinc powder (−325 mesh) and 60 mL of anhydrous tetrahydrofuran was added 5.1 mL (0.041 mole) of chlorotrimethylsilane in one portion. After stirring for 20 minutes, a solution of 5.2 mL (0.041 mole) of ethyl bromodifluoroacetate in 5 mL of tetrahydrofuran was added dropwise at a rate to keep the internal temperature below 35 degrees. The mixture was stirred for 20 minutes and then cooled to −10 to 0 degrees. A solution of 7 g (0.027 mole) of benzotriazol-1... The reactants are CC1([C@@H]([C@@H]1\C=C(\C(OC(CC)C)=O)/Br)C(=O)O)C ((1R,cis,Z) 2,2-dimethyl-3-[2-bromo-3-oxo-3-(1-methylpropoxy)-1-propenyl]-cyclopropane carboxylic acid), C(#N)[C@H](C1=CC(=CC=C1)OC1=CC=CC=C1)O ((S)α-cyano-3-phenoxybenzyl alcohol). The product is CC1([C@@H]([C@@H]1\C=C(\C(OC(CC)C)=O)/Br)C(=O)O[C@@H](C1=CC(=CC=C1)OC1=CC=CC=C1)C#N)C ((S)α-cyano-3-phenoxy-benzyl (1R,cis,Z) 2,2-dimethyl-3-[2-bromo-3-oxo-3-(1-methylpropoxy)-1-propenyl]-cyclopropanecarboxylate). RXN SMILES: [CH3:1][C:2]1([CH3:18])[C@@H:4](/[CH:5]=[C:6](\[Br:14])/[C:7](=[O:13])[O:8][CH:9]([CH3:12])[CH2:10][CH3:11])[C@H:3]1[C:15]([OH:17])=[O:16].[C:19]([C@@H:21](O)[C:22]1[CH:27]=[CH:26][CH:25]=[C:24]([O:28][C:29]2[CH:34]=[CH:33][CH:32]=[CH:31][CH:30]=2)[CH:23]=1)#[N:20]>>[CH3:18][C:2]1([CH3:1])[C@@H:4](/[CH:5]=[C:6](\[Br:14])/[C:7](=[O:13])[O:8][CH:9]([CH3:12])[CH2:10][CH3:11])[C@H:3]1[C:15]([O:17][C@H:21]([C:19]#[N:20])[C:22]1[CH:27]=[CH:26][CH:25]=[C:24]([O:28][C:29]2[CH:30]=[CH:31][CH:32]=[CH:33][CH:34]=2)[CH:23]=1)=[O:16]. Reported procedure: Using the procedure of Step B of Example 43, (1R,cis,Z) 2,2-dimethyl-3-[2-bromo-3-oxo-3-(1-methylpropoxy)-1-propenyl]-cyclopropane carboxylic acid and (S)α-cyano-3-phenoxybenzyl alcohol were reacted to obtain (S)α-cyano-3-phenoxy-benzyl (1R,cis,Z) 2,2-dimethyl-3-[2-bromo-3-oxo-3-(1-methylpropoxy)-1-propenyl]-cyclopropanecarboxylate with a melting point of 76° C. and a specific rotation of [α]D20 =+21.5°±2° (c=0.7% in chloroform). Starting materials: FC1=CC=C(C=C1)OB(O)O (4-fluorophenylboric acid), tetrakistriphenyl phosphine palladium, C([O-])([O-])=O.[K+].[K+] (potassium carbonate), C(C)(C)(C)OC(=O)NCC=1C=C(C=CC1OS(=O)(=O)C(F)(F)F)CC(C(=O)OCC)OC(C)C (ethyl 3-(3-[(tertiary butoxycarbonyl)amino]methyl-4-[(trifluoromethyl)sulfonyl]oxyphenyl)-2-isopropoxypropionate). The solvent is C1(=CC=CC=C1)C (toluene), C(C)(=O)OCC (ethyl acetate). Reaction conditions: temperature 100 celsius, time 8 hour. Yields the product C(C)(C)(C)OC(=O)NCC=1C=C(C=CC1OS(=O)(=O)C(F)(F)F)CC(C(=O)OCC)(C1=CC=C(C=C1)F)OCCCC1=CC=CC=C1 (ethyl 3-(3-[(tertiary butoxycarbonyl)amino]methyl-4-[(trifluoromethyl)sulfonyl]oxyphenyl)-2-(4-fluorophenyl)phenylpropoxypropionate). Yield: 119.6%. RXN SMILES: [C:1]([O:5][C:6]([NH:8][CH2:9][C:10]1[CH:11]=[C:12]([CH2:24][CH:25]([O:31][CH:32]([CH3:34])C)[C:26]([O:28][CH2:29][CH3:30])=[O:27])[CH:13]=[CH:14][C:15]=1[O:16][S:17]([C:20]([F:23])([F:22])[F:21])(=[O:19])=[O:18])=[O:7])([CH3:4])([CH3:3])[CH3:2].[F:35][C:36]1[CH:41]=[CH:40][C:39](OB(O)O)=[CH:38][CH:37]=1.C(=O)([O-])[O-].[K+].[K+]>C1(C)C=CC=CC=1.C(OCC)(=O)C>[C:1]([O:5][C:6]([NH:8][CH2:9][C:10]1[CH:11]=[C:12]([CH2:24][C:25]([O:31][CH2:32][CH2:34][CH2:9][C:10]2[CH:11]=[CH:12][CH:13]=[CH:14][CH:15]=2)([C:39]2[CH:40]=[CH:41][C:36]([F:35])=[CH:37][CH:38]=2)[C:26]([O:28][CH2:29][CH3:30])=[O:27])[CH:13]=[CH:14][C:15]=1[O:16][S:17]([C:20]([F:22])([F:23])[F:21])(=[O:18])=[O:19])=[O:7])([CH3:2])([CH3:3])[CH3:4] |f:2.3.4|. Procedure: 329 mg of ethyl 3-(3-[(tertiary butoxycarbonyl)amino]methyl-4-[(trifluoromethyl)sulfonyl]oxyphenyl)-2-isopropoxypropionate was dissolved in 4 ml toluene. 110 mg of 4-fluorophenylboric acid, 74 mg of tetrakistriphenyl phosphine palladium and 440 mg of potassium carbonate were added, followed by stirring overnight at 100° C. in a nitrogen atmosphere. The reaction mixture was diluted with ethyl acetate, filtered through Celite and the filtrate was evaporated. The residue was purified by silica gel ... Starting materials: ClC1=NC(=NC=C1OCC1CC1)CS(=O)(=O)C (4-chloro-5-(cyclopropylmethoxy)-2-(methylsulfonylmethyl)pyrimidine), CN1C(C(=CC(=C1)B1OC(C(O1)(C)C)(C)C)C)=O (1,3-dimethyl-5-(4,4,5,5-tetramethyl-1,3,2-dioxaborolan-2-yl)pyridin-2-one). The product is C1(CC1)COC=1C(=NC(=NC1)CS(=O)(=O)C)C=1C=C(C(N(C1)C)=O)C (5-[5-(cyclopropylmethoxy)-2-(methylsulfonylmethyl)pyrimidin-4-yl]-1,3-dimethylpyridin-2-one). RXN SMILES: Cl[C:2]1[C:7]([O:8][CH2:9][CH:10]2[CH2:12][CH2:11]2)=[CH:6][N:5]=[C:4]([CH2:13][S:14]([CH3:17])(=[O:16])=[O:15])[N:3]=1.[CH3:18][N:19]1[CH:24]=[C:23](B2OC(C)(C)C(C)(C)O2)[CH:22]=[C:21]([CH3:34])[C:20]1=[O:35]>>[CH:10]1([CH2:9][O:8][C:7]2[C:2]([C:23]3[CH:22]=[C:21]([CH3:34])[C:20](=[O:35])[N:19]([CH3:18])[CH:24]=3)=[N:3][C:4]([CH2:13][S:14]([CH3:17])(=[O:16])=[O:15])=[N:5][CH:6]=2)[CH2:12][CH2:11]1. Reported procedure: The title compound of Example 143, step 2 was reacted with 1,3-dimethyl-5-(4,4,5,5-tetramethyl-1,3,2-dioxaborolan-2-yl)pyridin-2-one in a manner similar to Example 143, step 3 to give the title compound. 1H NMR (CDCl3, 400 MHz) δ 8.49 (d, J=2.0 Hz, 1H), 8.18 (s, 1H), 7.60 (s, 1H), 3.86 (d, J=6.8 Hz, 2H), 3.67 (s, 3H), 3.11 (s, 3H), 2.24 (s, 3H), 1.29-1.27 (m, 1H), 0.72-0.67 (m, 2H), 0.39-0.35 (m, 2H). LCMS: 364.1 (M+1)+ Reaction SMILES: [CH3:36][OH:37].[CH:1]1([NH:4][C:5](=[O:6])[c:7]2[n:8][n:9][n:10](-[c:15]3[cH:16][cH:17][c:18]([NH:21][C:22]([CH2:23][C:24](=[O:25])[O:26][CH2:27][CH3:28])=[O:29])[cH:19][cH:20]3)[c:11]2[CH2:12][CH2:13][CH3:14])[CH2:2][CH2:3]1.[Na+:30].[Na+:31].[O-:32][C:33](=[O:34])[O-:35]>>[CH:1]1([NH:4][C:5](=[O:6])[c:7]2[n:8][n:9][n:10](-[c:15]3[cH:16][cH:17][c:18]([NH:21][C:22]([CH2:23][C:24](=[O:25])[OH:26])=[O:29])[cH:19][cH:20]3)[c:11]2[CH2:12][CH2:13][CH3:14])[CH2:2][CH2:3]1. The product is CCCc1c(C(=O)NC2CC2)nnn1-c1ccc(NC(=O)CC(=O)O)cc1. Starting materials: CO, CCCc1c(C(=O)NC2CC2)nnn1-c1ccc(NC(=O)CC(=O)OCC)cc1, [Na+], [Na+], O=C([O-])[O-].